From a dataset of the Open Reaction Database (ORD), a public repository of structured organic reaction records. describe an organic reaction: reactants, conditions, products, and yield The reactants are NC1=NNC=C1 (aminopyrazole), COC(C1=CC=C(C=C1)OC(F)F)=O (4-difluoromethoxy-benzoic acid methyl ester). Yields the product FC(OC1=CC=C(C=C1)C(CC#N)=O)F (3-(4-Difluoromethoxy-phenyl)-3-oxo-propionitrile). Isolated yield 90.0%. As a reaction SMILES: [NH2:1][C:2]1[CH:6]=CNN=1.CO[C:9](=[O:20])[C:10]1[CH:15]=[CH:14][C:13]([O:16][CH:17]([F:19])[F:18])=[CH:12][CH:11]=1>>[F:19][CH:17]([F:18])[O:16][C:13]1[CH:12]=[CH:11][C:10]([C:9](=[O:20])[CH2:6][C:2]#[N:1])=[CH:15][CH:14]=1. Procedure details: The product was prepared according to the general procedure for aminopyrazole synthesis from 872.0 mg (4.3 mmol, 1.0 eq) of 4-difluoromethoxy-benzoic acid methyl ester (route A1bis). 818.5 mg of the title product (yield 90%) were used directly for the following step. The reactants are CN1CCOc2ccc(O)cc21, Oc1ccc2c(c1)OCCC2, O=C1C(=O)N(CC2CCCO2)c2ccccc21, O=C1C(=O)N(C(c2ccccc2)c2ccccc2)c2ccccc21. Product: CN1CCOc2cc(C3(O)C(=O)N(CC4CCCO4)c4ccccc43)c(O)cc21. As a reaction SMILES: [CH3:1][N:2]1[c:3]2[c:4]([cH:8][cH:9][c:10]([OH:12])[cH:11]2)[O:5][CH2:6][CH2:7]1.[O:13]1[c:14]2[c:15]([cH:16][cH:17][c:18]([OH:19])[cH:20]2)[CH2:21][CH2:22][CH2:23]1.[O:24]1[CH:25]([CH2:29][N:30]2[C:31](=[O:40])[C:32](=[O:39])[c:33]3[cH:34][cH:35][cH:36][cH:37][c:38]32)[CH2:26][CH2:27][CH2:28]1.[c:41]1([CH:42]([c:43]2[cH:44][cH:45][cH:46][cH:47][cH:48]2)[N:49]2[c:50]3[c:51]([cH:52][cH:53][cH:54][cH:55]3)[C:56](=[O:57])[C:58]2=[O:59])[cH:60][cH:61][cH:62][cH:63][cH:64]1>>[CH3:1][N:2]1[c:3]2[c:4]([cH:8][c:9]([C:32]3([OH:39])[C:31](=[O:40])[N:30]([CH2:29][CH:25]4[O:24][CH2:28][CH2:27][CH2:26]4)[c:38]4[c:33]3[cH:34][cH:35][cH:36][cH:37]4)[c:10]([OH:12])[cH:11]2)[O:5][CH2:6][CH2:7]1. Starting materials: Cc1ccncc1-c1cc(C#N)c2n1CCN(C(=O)OC(C)(C)C)C2, Cc1ccncc1-c1c(C#N)cc2n1CCN(C(=O)OC(C)(C)C)C2, CO, [Na+], [OH-], O, OO. Yields the product Cc1ccncc1-c1cc(C(N)=O)c2n1CCN(C(=O)OC(C)(C)C)C2. As a reaction SMILES: [C:1]([CH3:2])([CH3:3])([CH3:4])[O:5][C:6](=[O:7])[N:8]1[CH2:9][c:10]2[n:11]([c:14](-[c:19]3[cH:20][n:21][cH:22][cH:23][c:24]3[CH3:25])[cH:15][c:16]2[C:17]#[N:18])[CH2:12][CH2:13]1.[C:26]([O:30][C:27]([N:28]1[CH2:29][CH2:31][n:32]2[c:33](-[c:34]3[cH:35][n:36][cH:37][cH:38][c:39]3[CH3:40])[c:41]([C:42]#[N:43])[cH:44][c:45]2[CH2:46]1)=[O:47])([CH3:48])([CH3:49])[CH3:50].[CH3:55][OH:56].[Na+:52].[OH-:51].[OH2:57].[OH:53][OH:54]>>[C:1]([CH3:2])([CH3:3])([CH3:4])[O:5][C:6](=[O:7])[N:8]1[CH2:9][c:10]2[n:11]([c:14](-[c:19]3[cH:20][n:21][cH:22][cH:23][c:24]3[CH3:25])[cH:15][c:16]2[C:17]([NH2:18])=[O:30])[CH2:12][CH2:13]1.